From a dataset of the Open Reaction Database (ORD), a public repository of structured organic reaction records. describe an organic reaction: reactants, conditions, products, and yield Reactants: ( A ), C(#N)C=1C=C(C=C2C(N(C=NC12)C=1C=C(C(=O)O)C=CC1C)=O)N1CCN(CC1)C (3-[8-cyano-6-(4-methylpiperazin-1-yl)-4-oxoquinazolin-3(4H)-yl]-4-methylbenzoic acid), NC1=NOC=C1 (3-aminoisoxazole). The product is C(#N)C=1C=C(C=C2C(N(C=NC12)C=1C=C(C(=O)NC2=NOC=C2)C=CC1C)=O)N1CCN(CC1)C (3-[8-cyano-6-(4-methylpiperazin-1-yl)-4-oxoquinazolin-3(4H)-yl]-N-isoxazol-3-yl-4-methylbenzamide). Reaction SMILES: [C:1]([C:3]1[CH:4]=[C:5]([N:24]2[CH2:29][CH2:28][N:27]([CH3:30])[CH2:26][CH2:25]2)[CH:6]=[C:7]2[C:12]=1[N:11]=[CH:10][N:9]([C:13]1[CH:14]=[C:15]([CH:19]=[CH:20][C:21]=1[CH3:22])[C:16](O)=[O:17])[C:8]2=[O:23])#[N:2].[NH2:31][C:32]1[CH:36]=[CH:35][O:34][N:33]=1>>[C:1]([C:3]1[CH:4]=[C:5]([N:24]2[CH2:25][CH2:26][N:27]([CH3:30])[CH2:28][CH2:29]2)[CH:6]=[C:7]2[C:12]=1[N:11]=[CH:10][N:9]([C:13]1[CH:14]=[C:15]([CH:19]=[CH:20][C:21]=1[CH3:22])[C:16]([NH:31][C:32]1[CH:36]=[CH:35][O:34][N:33]=1)=[O:17])[C:8]2=[O:23])#[N:2]. Reported procedure: Using an analogous procedure to that described paragraph (A) in the portion of Example 4, 3-[8-cyano-6-(4-methylpiperazin-1-yl)-4-oxoquinazolin-3(4H)-yl]-4-methylbenzoic acid was reacted with 3-aminoisoxazole to give 3-[8-cyano-6-(4-methylpiperazin-1-yl)-4-oxoquinazolin-3(4H)-yl]-N-isoxazol-3-yl-4-methylbenzamide; NMR Spectrum: (DMSOd6) 2.19 (s, 3H), 2.24 (s, 3H), 2.49 (m, 4H), 3.35 (m, 4H), 7.04 (d, 1H), 7.61 (d, 1H), 7.70 (d, 1H), 8.11 (m, 3H), 8.30 (s, 1H), 8.84 (d, 1H), 11.46 (s, 1H); Mass S... Reactants: O=S(=O)(Cl)c1ccsc1CC=Cc1ccc2c(c1)OCO2, Cc1noc(N)c1Br. The product is Cc1noc(NS(=O)(=O)c2ccsc2CC=Cc2ccc3c(c2)OCO3)c1Br. As a reaction SMILES: [Cl:1][S:2](=[O:3])(=[O:4])[c:5]1[c:6]([CH2:10][CH:11]=[CH:12][c:13]2[cH:14][c:15]3[c:16]([cH:17][cH:18]2)[O:19][CH2:20][O:21]3)[s:7][cH:8][cH:9]1.[NH2:22][c:23]1[c:24]([Br:29])[c:25]([CH3:28])[n:26][o:27]1>>[S:2](=[O:3])(=[O:4])([c:5]1[c:6]([CH2:10][CH:11]=[CH:12][c:13]2[cH:14][c:15]3[c:16]([cH:17][cH:18]2)[O:19][CH2:20][O:21]3)[s:7][cH:8][cH:9]1)[NH:22][c:23]1[c:24]([Br:29])[c:25]([CH3:28])[n:26][o:27]1. The reactants are C(=O)=O (dry ice), NC1=C(C(=NC(=C1F)C1=CC=CC2=C1SC=C2)C(=O)OC)Cl (Methyl 4-amino-6-(benzo[b]thiophen-7-yl)-3-chloro-5-fluoropicolinate), BrBr (Bromine). The solvent is ClCCl (dichloromethane), ClCCl (dichloromethane). Reaction conditions: temperature -5 celsius, time 8 hour. The product is NC1=C(C(=NC(=C1F)C1=CC=CC2=C1SC=C2Br)C(=O)OC)Cl (Methyl 4-amino-6-(3-bromobenzo[b]thiophen-7-yl)-3-chloro-5-fluoropicolinate). The yield is 45.0%. As a reaction SMILES: [NH2:1][C:2]1[C:7]([F:8])=[C:6]([C:9]2[C:14]3[S:15][CH:16]=[CH:17][C:13]=3[CH:12]=[CH:11][CH:10]=2)[N:5]=[C:4]([C:18]([O:20][CH3:21])=[O:19])[C:3]=1[Cl:22].C(=O)=O.[Br:26]Br>ClCCl>[NH2:1][C:2]1[C:7]([F:8])=[C:6]([C:9]2[C:14]3[S:15][CH:16]=[C:17]([Br:26])[C:13]=3[CH:12]=[CH:11][CH:10]=2)[N:5]=[C:4]([C:18]([O:20][CH3:21])=[O:19])[C:3]=1[Cl:22]. Procedure details: Methyl 4-amino-6-(benzo[b]thiophen-7-yl)-3-chloro-5-fluoropicolinate (0.500 g, 1.485 mmol) was dissolved in dichloromethane (9.90 mL) and cooled to −5° C. in a acetone bath to which was added a few pieces of dry ice. Bromine (114 mL, 2.227 mmol) was dissolved in dichloromethane (9.90 mL) and added dropwise. The reaction mixture was stirred overnight, and then partitioned between ethyl acetate and water. The organic phase was dried and concentrated and the product purified by flash chromatography...